From a dataset of the Open Reaction Database (ORD), a public repository of structured organic reaction records. describe an organic reaction: reactants, conditions, products, and yield Reactants: BrCCOC1=C(C=C(C#N)C=C1F)F (4-(2-Bromoethoxy)-3,5-difluorobenzonitrile), Cl.C(C)(C)(C)OC(=O)N1CC2CNCC(C1)O2 (9-oxa-3,7-diazabicyclo[3.3.1]nonane-3-carboxylic acid tert-butyl ester HCl-salt), C(=O)([O-])[O-].[K+].[K+] (K2CO3). The solvent is C(C)#N (acetonitrile). Run at temperature 60 celsius, time 5 day. The product is Cl.FC=1C=C(C#N)C=C(C1OCCN1CC2CNCC(C1)O2)F (3,5-Difluoro-4-[2-(9-oxa-3,7-diazabicyclo[3.3.1]non-3-yl)ethoxy]benzonitrile hydrochloric acid salt). Yield: 83.4%. As a reaction SMILES: Br[CH2:2][CH2:3][O:4][C:5]1[C:12]([F:13])=[CH:11][C:8]([C:9]#[N:10])=[CH:7][C:6]=1[F:14].[ClH:15].C(OC([N:23]1[CH2:30][CH:29]2[O:31][CH:25]([CH2:26][NH:27][CH2:28]2)[CH2:24]1)=O)(C)(C)C.C([O-])([O-])=O.[K+].[K+]>C(#N)C>[ClH:15].[F:14][C:6]1[CH:7]=[C:8]([CH:11]=[C:12]([F:13])[C:5]=1[O:4][CH2:3][CH2:2][N:27]1[CH2:26][CH:25]2[O:31][CH:29]([CH2:30][NH:23][CH2:24]2)[CH2:28]1)[C:9]#[N:10] |f:1.2,3.4.5,7.8|. Procedure details: A suspension of 4-(2-bromoethoxy)-3,5-difluorobenzonitrile (12 g, 45.8 mmol; see step (i) above), 9-oxa-3,7-diazabicyclo[3.3.1]nonane-3-carboxylic acid tert-butyl ester HCl-salt (11.5 g, 0.0435 mol; see WO 01/28992) and dry K2CO3 (25.32 g, 0.183 mol) in 140 mL of dry acetonitrile was stirred at 60° C. for five days under a nitrogen atmosphere. The reaction mixture was filtered through Celite® and the filtrate was then concentrated under reduced pressure. The residue was purified by column chroma... Conditions: time 1 hour. Reaction SMILES: [Cl:1][C:2]1[CH:3]=[C:4]([CH:9]2[CH2:14][CH2:13][CH2:12][N:11]3[C:15]([C:18]4[CH:23]=[CH:22][C:21]([C:24]5[O:28][C:27]([CH3:29])=[N:26][CH:25]=5)=[C:20]([O:30][CH3:31])[CH:19]=4)=[N:16][N:17]=[C:10]23)[CH:5]=[CH:6][C:7]=1[Cl:8].[H-].[Na+].[CH2:34]=[O:35]>CN(C=O)C.O>[Cl:1][C:2]1[CH:3]=[C:4]([C:9]2([CH2:34][OH:35])[CH2:14][CH2:13][CH2:12][N:11]3[C:15]([C:18]4[CH:23]=[CH:22][C:21]([C:24]5[O:28][C:27]([CH3:29])=[N:26][CH:25]=5)=[C:20]([O:30][CH3:31])[CH:19]=4)=[N:16][N:17]=[C:10]23)[CH:5]=[CH:6][C:7]=1[Cl:8] |f:1.2|. The yield is 13.3%. The product is ClC=1C=C(C=CC1Cl)C1(C=2N(CCC1)C(=NN2)C2=CC(=C(C=C2)C2=CN=C(O2)C)OC)CO ({8-(3,4-dichlorophenyl)-3-[3-methoxy-4-(2-methyl-1,3-oxazol-5-yl)phenyl]-5,6,7,8-tetrahydro[1,2,4]triazolo[4,3-a]pyridin-8-yl}methanol). Reported procedure: To a mixture of 8-(3,4-dichlorophenyl)-3-[3-methoxy-4-(2-methyl-1,3-oxazol-5-yl)phenyl]-5,6,7,8-tetrahydro[1,2,4]triazolo[4,3-a]pyridine (300 mg) in DMF (5 mL) was added sodium hydride (60%, 31.6 mg) under ice-cooling, and the mixture was stirred for 1 hr under a nitrogen atmosphere. Paraformaldehyde (39.6 mg) was added to the reaction mixture, and the mixture was stirred for 30 min. The reaction mixture was diluted with water, and the mixture was extracted with ethyl acetate. The extract was wa... Reactants: [H-].[Na+] (sodium hydride), ClC=1C=C(C=CC1Cl)C1C=2N(CCC1)C(=NN2)C2=CC(=C(C=C2)C2=CN=C(O2)C)OC (8-(3,4-dichlorophenyl)-3-[3-methoxy-4-(2-methyl-1,3-oxazol-5-yl)phenyl]-5,6,7,8-tetrahydro[1,2,4]triazolo[4,3-a]pyridine), C=O (Paraformaldehyde). Run in O (water), CN(C)C=O (DMF). The reactants are C1(=CC=CC=C1)COC(=O)N1C2CN(C(C1)C2)CC(C2=C(C1=C(C(OC1)=O)C=C2)C)O (phenylmethyl-5-[2-hydroxy-2-(4-methyl-1-oxo-1,3-dihydro-2-benzofuran-5-yl)ethyl]-2,5-diazabicyclo[2.2.1]heptane-2-carboxylate). The reagents and catalysts are [Pd] (Pd/C). Solvent: CCOC(=O)C (EtOAc). Run at time 8 hour. Yields the product C12N(CC(NC1)C2)CC(O)C2=C(C1=C(C(OC1)=O)C=C2)C (5-[2-(2,5-diazabicyclo[2.2.1]hept-2-yl)-1-hydroxyethyl]-4-methyl-2-benzofuran-1(3H)-one). Reaction SMILES: C1(COC([N:11]2[CH2:16][CH:15]3[CH2:17][CH:12]2[CH2:13][N:14]3[CH2:18][CH:19]([OH:31])[C:20]2[CH:29]=[CH:28][C:23]3[C:24](=[O:27])[O:25][CH2:26][C:22]=3[C:21]=2[CH3:30])=O)C=CC=CC=1>CCOC(C)=O.[Pd]>[CH:15]12[CH2:17][CH:12]([NH:11][CH2:16]1)[CH2:13][N:14]2[CH2:18][CH:19]([C:20]1[CH:29]=[CH:28][C:23]2[C:24](=[O:27])[O:25][CH2:26][C:22]=2[C:21]=1[CH3:30])[OH:31]. Procedure details: A solution of isomers A of phenylmethyl-5-[2-hydroxy-2-(4-methyl-1-oxo-1,3-dihydro-2-benzofuran-5-yl)ethyl]-2,5-diazabicyclo[2.2.1]heptane-2-carboxylate (340 mg, 0.804 mmol) in 50 mL of EtOAc was added 100 mg of Pd/C under Ar, and the mixture was stirred at ambient temperature under H2 atmosphere overnight. The reaction mixture was filtered and the filtrate was concentrated. The residue was purified by prep-TLC (MeOH/DCM=1:15) to give isomers A of 5-[2-(2,5-diazabicyclo[2.2.1]hept-2-yl)-1-hydrox... The reactants are CN1CCC(CC1)OC(C=1SC2=C(N1)C=CC=C2)C2=CC(=CC=C2)C=2N(N=CC2)COCC[Si](C)(C)C (2-((1-Methyl-piperidin-4-yloxy)-{3-[2-(2-trimethylsilanyl-ethoxymethyl)-2H-pyrazol-3-yl]-phenyl}-methyl)-benzothiazole), [OH-].[Na+] (sodium hydroxide). Solvent: Cl (hydrochloric acid), O (water). The product is CN1CCC(CC1)OC(C=1SC2=C(N1)C=CC=C2)C2=CC(=CC=C2)C=2NN=CC2 (2-{(1-methylpiperidin-4-yloxy)[3-(2H-pyrazol-3-yl)phenyl]methyl}benzothiazole). Reaction SMILES: [CH3:1][N:2]1[CH2:7][CH2:6][CH:5]([O:8][CH:9]([C:19]2[CH:24]=[CH:23][CH:22]=[C:21]([C:25]3[N:26](COCC[Si](C)(C)C)[N:27]=[CH:28][CH:29]=3)[CH:20]=2)[C:10]2[S:11][C:12]3[CH:18]=[CH:17][CH:16]=[CH:15][C:13]=3[N:14]=2)[CH2:4][CH2:3]1.[OH-].[Na+]>Cl.O>[CH3:1][N:2]1[CH2:3][CH2:4][CH:5]([O:8][CH:9]([C:19]2[CH:24]=[CH:23][CH:22]=[C:21]([C:25]3[NH:26][N:27]=[CH:28][CH:29]=3)[CH:20]=2)[C:10]2[S:11][C:12]3[CH:18]=[CH:17][CH:16]=[CH:15][C:13]=3[N:14]=2)[CH2:6][CH2:7]1 |f:1.2|. Procedure: A solution of 2-((1-Methyl-piperidin-4-yloxy)-{3-[2-(2-trimethylsilanyl-ethoxymethyl)-2H-pyrazol-3-yl]-phenyl}-methyl)-benzothiazole (500 mg) in 5N hydrochloric acid (4 mL) is stirred overnight at room temperature. 30% sodium hydroxide solution is added to reach pH 10, and the reaction is diluted with water. The aqueous phase is extracted with ethyl acetate. The pooled organic extracts are dried over magnesium sulfate and concentrated under reduced pressure. The residue is purified by chromatogr... Starting materials: CN(C(CC1=C(C=CC(=C1)C)I)=O)C (N,N-Dimethyl-5-methyl-2-iodophenylacetamide), ClC1=C(N)C(=CC(=C1)Cl)C (2,4-dichloro-6-methylaniline), C([O-])([O-])=O.[K+].[K+] (potassium carbonate). Reagents/catalysts: [Cu] (copper), [Cu]I (copper(I) iodide). As a reaction SMILES: [CH3:1][N:2]([CH3:14])[C:3](=[O:13])[CH2:4][C:5]1[CH:10]=[C:9]([CH3:11])[CH:8]=[CH:7][C:6]=1I.[Cl:15][C:16]1[CH:22]=[C:21]([Cl:23])[CH:20]=[C:19]([CH3:24])[C:17]=1[NH2:18].C(=O)([O-])[O-].[K+].[K+]>[Cu].[Cu]I>[CH3:1][N:2]([CH3:14])[C:3](=[O:13])[CH2:4][C:5]1[CH:10]=[C:9]([CH3:11])[CH:8]=[CH:7][C:6]=1[NH:18][C:17]1[C:19]([CH3:24])=[CH:20][C:21]([Cl:23])=[CH:22][C:16]=1[Cl:15] |f:2.3.4|. Solvent: xylenes. Reported procedure: N,N-Dimethyl-5-methyl-2-iodophenylacetamide (3.5 g, 11.5 mmol) and 2,4-dichloro-6-methylaniline (4.1 g, 23 mmol) are stirred in xylenes (100 ml) with copper powder (0.18 g, 2.9 mmol), copper(I) iodide (0.55 g, 2.9 mmol) and anhydrous potassium carbonate (1.6 g, 11.5 mmol). The reaction is heated to reflux temperature for 48 hours. While still slightly warm (40°) the brown suspension is filtered through a pad of Celite, which in turn is rinsed with toluene (75 ml). The filtrate is evaporated on a... The product is CN(C(CC1=C(C=CC(=C1)C)NC1=C(C=C(C=C1C)Cl)Cl)=O)C (N,N-dimethyl-5-methyl-2-(2′,4′-dichloro-6′-methylanilino)phenylacetamide). Starting materials: CC(C)=CCBr, Sc1ccc(Br)cc1, CC(C)=O, [Na+], [OH-]. Yields the product CC(C)=CCSc1ccc(Br)cc1. RXN SMILES: [Br:11][CH2:12][CH:13]=[C:14]([CH3:15])[CH3:16].[Br:1][c:2]1[cH:3][cH:4][c:5]([SH:8])[cH:6][cH:7]1.[CH3:17][C:18](=[O:19])[CH3:20].[Na+:10].[OH-:9]>>[Br:1][c:2]1[cH:3][cH:4][c:5]([S:8][CH2:12][CH:13]=[C:14]([CH3:15])[CH3:16])[cH:6][cH:7]1.